From a dataset of the Open Reaction Database (ORD), a public repository of structured organic reaction records. describe an organic reaction: reactants, conditions, products, and yield The reactants are CN1[C@H]2CC(CC1C(C2)OC(C)=O)=O (acetic acid (R)-8-methyl-3-oxo-8-aza-bicyclo[3.2.1]oct-6-yl ester). Reagents/catalysts: [Pt](=O)=O (platinum (IV) oxide). The solvent is C(C)O (ethanol). Conditions: time 12 hour. Product: O[C@H]1CC2C[C@H](C(C1)N2C)OC(C)=O (acetic acid (3S,6R)-3-hydroxy-8-methyl-8-aza-bicyclo[3.2.1]oct-6-yl ester). Isolated yield 119.7%. RXN SMILES: [CH3:1][N:2]1[CH:7]2[CH:8]([O:10][C:11](=[O:13])[CH3:12])[CH2:9][C@@H:3]1[CH2:4][C:5](=[O:14])[CH2:6]2>C(O)C.[Pt](=O)=O>[OH:14][C@@H:5]1[CH2:6][CH:7]2[N:2]([CH3:1])[CH:3]([CH2:9][C@H:8]2[O:10][C:11](=[O:13])[CH3:12])[CH2:4]1. Procedure details: To a solution of the above ester (4.11 mmol, 0.811 g) in 95% ethanol (50 mL) was added platinum (IV) oxide (0.354 mmol, 0.081 g), and the reaction was pressurized to 50 psi of H2. The reaction was stirred vigorously for 12 hours. The reaction was filtered through a pad of celite and the celite was washed with portions of ethyl acetate. The solvents were removed under reduced pressure to provide acetic acid (3S,6R)-3-hydroxy-8-methyl-8-aza-bicyclo[3.2.1]oct-6-yl ester (0.98 g) which was used with...